This data is from the Open Reaction Database (ORD), a public repository of structured organic reaction records. The task is: describe an organic reaction: reactants, conditions, products, and yield Reactants: [Cl-].COC[P+](C1=CC=CC=C1)(C1=CC=CC=C1)C1=CC=CC=C1 (methoxymethyltriphenylphoshonium chloride), C(CCC)[Li] (butyllithium), C(C)(C)(C)OC(=O)N1C(=CC2=CC=C(C=C12)C=O)C1=C(N=NC(=C1)C1=CC=NC=C1)OC (6-formyl-2-(3-methoxy-6-pyridin-4-yl-pyridazin-4-yl)-indole-1-carboxylic acid tert-butyl ester). Solvent: C1CCOC1 (THF), C1CCOC1 (THF), heptanes. Run at temperature -78 celsius, time 30 minute. The product is C(C)(C)(C)OC(=O)N1C(=CC2=CC=C(C=C12)C=COC)C1=C(N=NC(=C1)C1=CC=NC=C1)OC (6-(2-methoxyvinyl)-2-(3-methoxy-6-pyridin-4-yl-pyridazin-4-yl)-indole-1-carboxylic acid tert-butyl ester). As a reaction SMILES: [Cl-].[CH3:2][O:3][CH2:4][P+](C1C=CC=CC=1)(C1C=CC=CC=1)C1C=CC=CC=1.[CH2:24]([Li])CCC.[C:29]([O:33][C:34]([N:36]1[C:44]2[C:39](=[CH:40][CH:41]=[C:42](C=O)[CH:43]=2)[CH:38]=[C:37]1[C:47]1[CH:52]=[C:51]([C:53]2[CH:58]=[CH:57][N:56]=[CH:55][CH:54]=2)[N:50]=[N:49][C:48]=1[O:59][CH3:60])=[O:35])([CH3:32])([CH3:31])[CH3:30]>C1COCC1>[C:29]([O:33][C:34]([N:36]1[C:44]2[C:39](=[CH:40][CH:41]=[C:42]([CH:24]=[CH:4][O:3][CH3:2])[CH:43]=2)[CH:38]=[C:37]1[C:47]1[CH:52]=[C:51]([C:53]2[CH:58]=[CH:57][N:56]=[CH:55][CH:54]=2)[N:50]=[N:49][C:48]=1[O:59][CH3:60])=[O:35])([CH3:31])([CH3:30])[CH3:32] |f:0.1|. Procedure: 1.23 g methoxymethyltriphenylphoshonium chloride is suspended in 10 mL THF and cooled to −78° C. 2.20 mL butyllithium (1.6 M in hexanes) is added dropwise and the resulting mixture is stirred for 30 min at −78° C. and then warmed in an ice bath to 0° C. After addition of a solution of 734 mg 6-formyl-2-(3-methoxy-6-pyridin-4-yl-pyridazin-4-yl)-indole-1-carboxylic acid tert-butyl ester (see above) in 5 mL THF, the reaction mixture is heated to reflux for 5 hours. After cooling to rt, the reaction... Starting materials: C(C=C)[C@@]1(C(N([C@@H]([C@H](C1)C1=CC(=CC=C1)Cl)C1=CC=C(C=C1)Cl)[C@@H](CO)CC)=O)C ((3S,5R,6S)-3-Allyl-5-(3-chlorophenyl)-6-(4-chlorophenyl)-1-((R)-1-hydroxybutan-2-yl)-3-methylpiperidin-2-one), C1(CCC1)S(=O)(=O)N (cyclobutanesulfonamide). Reaction conditions: temperature 40 celsius. Product: C(C=C)[C@@]1(C(N([C@@H]([C@H](C1)C1=CC(=CC=C1)Cl)C1=CC=C(C=C1)Cl)[C@H](CNS(=O)(=O)C1CCC1)CC)=O)C (N-((S)-2-((3S,5R,6S)-3-allyl-5-(3-chlorophenyl)-6-(4-chlorophenyl)-3-methyl-2-oxopiperidin-1-yl)butyl)cyclobutanesulfonamide), powder. Isolated yield 70.0%. As a reaction SMILES: [CH2:1]([C@@:4]1([CH3:30])[CH2:9][C@H:8]([C:10]2[CH:15]=[CH:14][CH:13]=[C:12]([Cl:16])[CH:11]=2)[C@@H:7]([C:17]2[CH:22]=[CH:21][C:20]([Cl:23])=[CH:19][CH:18]=2)[N:6]([C@H:24]([CH2:27][CH3:28])[CH2:25]O)[C:5]1=[O:29])[CH:2]=[CH2:3].[CH:31]1([S:35]([NH2:38])(=[O:37])=[O:36])[CH2:34][CH2:33][CH2:32]1>>[CH2:1]([C@@:4]1([CH3:30])[CH2:9][C@H:8]([C:10]2[CH:15]=[CH:14][CH:13]=[C:12]([Cl:16])[CH:11]=2)[C@@H:7]([C:17]2[CH:22]=[CH:21][C:20]([Cl:23])=[CH:19][CH:18]=2)[N:6]([C@@H:24]([CH2:27][CH3:28])[CH2:25][NH:38][S:35]([CH:31]2[CH2:34][CH2:33][CH2:32]2)(=[O:37])=[O:36])[C:5]1=[O:29])[CH:2]=[CH2:3]. Procedure: The title compound was prepared from (3S,5R,6S)-3-allyl-5-(3-chlorophenyl)-6-(4-chlorophenyl)-1-((S)-1-hydroxybutan-2-yl)-3-methylpiperidin-2-one (Example 91, Step B, 250 mg, 0.560 mmol) and cyclobutanesulfonamide (Example 271G, 256 mg, 1.894 mmol) using the general procedure described in Step A of Example 272, albeit with an oil bath heated at 40° C. The crude product was purified by silica gel chromatography eluting with a gradient of EtOAc in hexanes. The product was obtained as a white powde... The reactants are Cl, COc1ccc(C(=O)Cl)cc1F, Nc1cccnc1NCC1CCN(c2ccncc2)CC1. The product is COc1ccc(C(=O)Nc2cccnc2NCC2CCN(c3ccncc3)CC2)cc1F. RXN SMILES: [ClH:34].[F:22][c:23]1[cH:24][c:25]([C:26](=[O:27])[Cl:28])[cH:29][cH:30][c:31]1[O:32][CH3:33].[n:1]1[cH:2][cH:3][c:4]([N:7]2[CH2:8][CH2:9][CH:10]([CH2:13][NH:14][c:15]3[n:16][cH:17][cH:18][cH:19][c:20]3[NH2:21])[CH2:11][CH2:12]2)[cH:5][cH:6]1>>[n:1]1[cH:2][cH:3][c:4]([N:7]2[CH2:8][CH2:9][CH:10]([CH2:13][NH:14][c:15]3[n:16][cH:17][cH:18][cH:19][c:20]3[NH:21][C:26]([c:25]3[cH:24][c:23]([F:22])[c:31]([O:32][CH3:33])[cH:30][cH:29]3)=[O:27])[CH2:11][CH2:12]2)[cH:5][cH:6]1. The reactants are ice H2O, COC1=C(C=CC(=C1)C#N)O (2-methoxy-4-cyano-phenol), C(CCC)Br (n-butyl bromine), C(=O)([O-])[O-].[K+].[K+] (K2CO3). Run in CN(C)C=O (DMF). Run at temperature 37 celsius. Product: COC=1C=C(C#N)C=CC1OCCCC (3-methoxy-4-butoxybenzonitrile). Yield: 105.3%. Reaction SMILES: [CH3:1][O:2][C:3]1[CH:8]=[C:7]([C:9]#[N:10])[CH:6]=[CH:5][C:4]=1[OH:11].C([O-])([O-])=O.[K+].[K+].[CH2:18](Br)[CH2:19][CH2:20][CH3:21]>CN(C=O)C>[CH3:1][O:2][C:3]1[CH:8]=[C:7]([CH:6]=[CH:5][C:4]=1[O:11][CH2:18][CH2:19][CH2:20][CH3:21])[C:9]#[N:10] |f:1.2.3|. Reported procedure: 2-methoxy-4-cyano-phenol (0.25 g, 1.67 mmol) and anhydrous DMF (2.00 mL) were added into a flask, then cooled in a water bath while stirring. Several batches of K2CO3 (0.347 g, 2.50 mmol) were added to the mixture and stirred at 20° C. to react for 1 h. n-butyl bromine (0.23 ml, 2.14 mmol) was added into the mixture, which was stirred at room temperature overnight, then heated at 37° C. to react for 6 h. Poured the solution into a mixture of ice/H2O (25 mL), then stirred for 10 min, a precipitat... Reactants: C(C)(C)(C)OC(=O)NC(COC1=NOC2=C1C=C(C=C2)Cl)CC=2N=CN(C2)C(N(C)C)=O (3-[2-tert-butoxycarbonylamino-3-(1-dimethylcarbamoyl-4-imidazolyl)propoxy]-5-chloro-1,2-benzoisoxazole), CC(C)O (2-propanol), Cl (hydrogen chloride). The solvent is CO (methanol). The product is Cl.NC(COC1=NOC2=C1C=C(C=C2)Cl)CC=2N=CN(C2)C(N(C)C)=O (3-[2-amino-3-(1-dimethylcarbamoyl-4-imidazolyl)propoxy]-5-chloro-1,2-benzoisoxazole hydrochloride). As a reaction SMILES: C(OC([NH:8][CH:9]([CH2:22][C:23]1[N:24]=[CH:25][N:26]([C:28](=[O:32])[N:29]([CH3:31])[CH3:30])[CH:27]=1)[CH2:10][O:11][C:12]1[C:16]2[CH:17]=[C:18]([Cl:21])[CH:19]=[CH:20][C:15]=2[O:14][N:13]=1)=O)(C)(C)C.CC(O)C.Cl>CO>[ClH:21].[NH2:8][CH:9]([CH2:22][C:23]1[N:24]=[CH:25][N:26]([C:28](=[O:32])[N:29]([CH3:31])[CH3:30])[CH:27]=1)[CH2:10][O:11][C:12]1[C:16]2[CH:17]=[C:18]([Cl:21])[CH:19]=[CH:20][C:15]=2[O:14][N:13]=1 |f:4.5|. Procedure: To a solution of 0.2 g of 3-[2-tert-butoxycarbonylamino-3-(1-dimethylcarbamoyl-4-imidazolyl)propoxy]-5-chloro-1,2-benzoisoxazole in 2 ml of methanol is added 1.2 ml of a 2-propanol solution (6.5M) of hydrogen chloride at room temperature and they are subjected to reaction at the same temperature for ten hours, after which the solvent is removed by distillation under reduced pressure. Diisopropyl ether is added to the residue obtained and the crystals precipitated are collected by filtration, to ... Starting materials: COC(CON=C(C1=CC=C(C=C1)Cl)C)=O ([(α-methyl-4-chlorobenzylidene amino)oxy] acetic acid methyl ester), CN (methylamine). Run at time 2 hour. Yields the product CC(C1=CC=C(C=C1)Cl)=NOCC(=O)NC ([(α-methyl-4-chlorobenzylidene amino)oxy]-N-methyl acetamide). As a reaction SMILES: C[O:2][C:3](=O)[CH2:4][O:5][N:6]=[C:7]([CH3:15])[C:8]1[CH:13]=[CH:12][C:11]([Cl:14])=[CH:10][CH:9]=1.[CH3:17][NH2:18]>>[CH3:15][C:7](=[N:6][O:5][CH2:4][C:3]([NH:18][CH3:17])=[O:2])[C:8]1[CH:13]=[CH:12][C:11]([Cl:14])=[CH:10][CH:9]=1. Procedure details: A mixture of 5.0 g of the [(α-methyl-4-chlorobenzylidene amino)oxy] acetic acid methyl ester obtained by the method described in example 3 and 40 ml of 35% aqueous methylamine solution was stirred for 2 hours. The precipitated solid substance was then dissolved by thrice extracting the mixture with an ether chloroform mixture. The extract was washed thrice with water, dried over anhydrous sodium sulfate and then concentrated by evaporation. Crystallisation of the residue from a benzene petroleum... Starting materials: COc1cc(NC(C)=O)c(Cl)cc1[N+](=O)[O-], COc1ccc(Cl)c(NC(C)=O)c1[N+](=O)[O-]. Product: COc1ccc(Cl)c(N)c1[N+](=O)[O-]. As a reaction SMILES: [Cl:17][c:18]1[cH:19][c:20]([N+:21]([O-:22])=[O:23])[c:24]([O:25][CH3:26])[cH:27][c:28]1[NH:29][C:30](=[O:31])[CH3:32].[Cl:1][c:2]1[cH:3][cH:4][c:5]([O:15][CH3:16])[c:6]([N+:12](=[O:13])[O-:14])[c:7]1[NH:8][C:9](=[O:10])[CH3:11]>>[Cl:1][c:2]1[cH:3][cH:4][c:5]([O:15][CH3:16])[c:6]([N+:12](=[O:13])[O-:14])[c:7]1[NH2:8]. Reactants: BrC1=CC=C(C(=C1)COC1=CC2=C(C=C1)OCO2)C(=O)OC (methyl 5-bromo-α-(3,4methylenedioxyphenoxy)-o-toluate), [OH-].[Na+] (sodium hydroxide), O (water). The solvent is CO (methanol). Product: BrC1=CC=C(C(=C1)COC1=CC2=C(C=C1)OCO2)C(=O)O (5-Bromo-α-(3,4-methylenedioxyphenoxy)-o-toluic Acid). Reaction SMILES: [Br:1][C:2]1[CH:7]=[C:6]([CH2:8][O:9][C:10]2[CH:15]=[CH:14][C:13]3[O:16][CH2:17][O:18][C:12]=3[CH:11]=2)[C:5]([C:19]([O:21]C)=[O:20])=[CH:4][CH:3]=1.[OH-].[Na+].O>CO>[Br:1][C:2]1[CH:7]=[C:6]([CH2:8][O:9][C:10]2[CH:15]=[CH:14][C:13]3[O:16][CH2:17][O:18][C:12]=3[CH:11]=2)[C:5]([C:19]([OH:21])=[O:20])=[CH:4][CH:3]=1 |f:1.2|. Procedure: Add 16.07 gm. (0.044 mole) of methyl 5-bromo-α-(3,4methylenedioxyphenoxy)-o-toluate to a solution of 3.52 gm. (0.088 mole) of sodium hydroxide in 24 ml. of water and 212 ml. of methanol. Heat the mixture under reflux for 1 hour. Remove the methanol under vacuum and dissolve the residue in 225 ml. of water. Acidify with concentrated hydrochloric acid to the congo red end point. Separate the solids by filtration and dry (yield 14.14 gm., m.p. 167°-177° C.). Recrystallize from ethanol-water to obta...